This data is from the Open Reaction Database (ORD), a public repository of structured organic reaction records. The task is: describe an organic reaction: reactants, conditions, products, and yield Reactants: C1(=CC=CC=C1)C=1COC2=CC=CC=C2C1C1=CC=C(C=C1)OS(=O)(=O)C(F)(F)F (trifluoro-methanesulfonic acid 4-(3-phenyl-2H-chromen-4-yl)-phenyl ester), C(C=C)(=O)OC (methyl acrylate). Run in CC#N (CH3CN). Yields the product COC(C=CC1=CC=C(C=C1)C1=C(COC2=CC=CC=C12)C1=CC=CC=C1)=O (3-[4-(3-phenyl-2H-chromen-4-yl)-phenyl]-acrylic acid methyl ester). Reaction SMILES: [C:1]1([C:7]2[CH2:8][O:9][C:10]3[C:15]([C:16]=2[C:17]2[CH:22]=[CH:21][C:20](OS(C(F)(F)F)(=O)=O)=[CH:19][CH:18]=2)=[CH:14][CH:13]=[CH:12][CH:11]=3)[CH:6]=[CH:5][CH:4]=[CH:3][CH:2]=1.[C:31]([O:35][CH3:36])(=[O:34])[CH:32]=[CH2:33]>CC#N>[CH3:36][O:35][C:31](=[O:34])[CH:32]=[CH:33][C:20]1[CH:19]=[CH:18][C:17]([C:16]2[C:15]3[C:10](=[CH:11][CH:12]=[CH:13][CH:14]=3)[O:9][CH2:8][C:7]=2[C:1]2[CH:6]=[CH:5][CH:4]=[CH:3][CH:2]=2)=[CH:22][CH:21]=1. Procedure details: Prepared from the Heck coupling of 3b and methyl acrylate by the general method described for example 2b. Yield (94%); APcI m/z: 410 (M+H+CH3CN+, 100%). The product is CN1CCC(N(C)C(=O)C2CNc3ccccc32)CC1. Reaction SMILES: [C:1]([O:2][C:3](=[O:4])[N:8]1[CH2:9][CH:10]([C:17]([N:18]([CH:19]2[CH2:20][CH2:21][N:22]([CH3:25])[CH2:23][CH2:24]2)[CH3:26])=[O:27])[c:11]2[cH:12][cH:13][cH:14][cH:15][c:16]21)([CH3:5])([CH3:6])[CH3:7].[C:35](=[O:36])([OH:37])[O-:38].[Cl:40][CH2:41][Cl:42].[Na+:39].[OH:28][C:29]([C:30]([F:31])([F:32])[F:33])=[O:34]>>[NH:8]1[CH2:9][CH:10]([C:17]([N:18]([CH:19]2[CH2:20][CH2:21][N:22]([CH3:25])[CH2:23][CH2:24]2)[CH3:26])=[O:27])[c:11]2[cH:12][cH:13][cH:14][cH:15][c:16]21. The reactants are CN1CCC(N(C)C(=O)C2CN(C(=O)OC(C)(C)C)c3ccccc32)CC1, O=C([O-])O, ClCCl, [Na+], O=C(O)C(F)(F)F. Starting materials: BrC1=CC=C(S1)C1=NC(=NC=C1)NC1CC(NC(C1)(C)C)(C)C ([4-(5-Bromo-thiophen-2-yl)-pyrimidin-2-yl]-(2,2,6,6-tetramethyl-piperidin-4-yl)-amine), C[Sn](C1=CC=NC=C1)(C)C (4-trimethylstannylpyridine), [OH-].[Na+] (NaOH). The product is N1=CC=C(C=C1)C1=CC=C(S1)C1=NC(=NC=C1)NC1CC(NC(C1)(C)C)(C)C ([4-(5-Pyridin-4-yl-thiophen-2-yl)-pyrimidin-2-yl]-(2,2,6,6-tetramethyl-piperidin-4-yl)-amine). Reagents/catalysts: Cl[Pd]([P](C1=CC=CC=C1)(C2=CC=CC=C2)C3=CC=CC=C3)([P](C4=CC=CC=C4)(C5=CC=CC=C5)C6=CC=CC=C6)Cl (PdCl2(PPh3)2). Reaction conditions: temperature 120 celsius. Reaction SMILES: Br[C:2]1[S:6][C:5]([C:7]2[CH:12]=[CH:11][N:10]=[C:9]([NH:13][CH:14]3[CH2:19][C:18]([CH3:21])([CH3:20])[NH:17][C:16]([CH3:23])([CH3:22])[CH2:15]3)[N:8]=2)=[CH:4][CH:3]=1.C[Sn](C)(C)[C:26]1[CH:31]=[CH:30][N:29]=[CH:28][CH:27]=1.[OH-].[Na+]>C1(C)C(C)=CC=CC=1.Cl[Pd](Cl)([P](C1C=CC=CC=1)(C1C=CC=CC=1)C1C=CC=CC=1)[P](C1C=CC=CC=1)(C1C=CC=CC=1)C1C=CC=CC=1>[N:29]1[CH:30]=[CH:31][C:26]([C:2]2[S:6][C:5]([C:7]3[CH:12]=[CH:11][N:10]=[C:9]([NH:13][CH:14]4[CH2:19][C:18]([CH3:21])([CH3:20])[NH:17][C:16]([CH3:23])([CH3:22])[CH2:15]4)[N:8]=3)=[CH:4][CH:3]=2)=[CH:27][CH:28]=1 |f:2.3,^1:46,65|. The solvent is C=1(C(=CC=CC1)C)C (xylene). Procedure details: [4-(5-Bromo-thiophen-2-yl)-pyrimidin-2-yl]-(2,2,6,6-tetramethyl-piperidin-4-yl)-amine (Step C of Example 5, 100 mg, 0.253 mmol), 4-trimethylstannylpyridine (186 mg, 0.506 mol) and PdCl2(PPh3)2 (18 mg, 0.025 mmol) were dissolved in xylene (5 ml) and heated to 120° C. for 30 minutes. The reaction mixture was poured on 1N-NaOH and extracted three times with EtOAc. The combined organic phases were dried over sodium sulfate, filtered, evaporated to dryness and purified via preparative HPLC to give th... Starting materials: [OH-].[Na+] (NaOH), C(C)OP(=O)(C(CC(=O)OCC)P(=O)(OCC)OCC)OCC (ethyl 3,3-bis(diethoxyphosphinyl)propionate). The solvent is O (water), CCO (EtOH). Run at temperature 80 celsius. Product: O(CC)P(=O)(C(CC(=O)O)P(=O)(OCC)OCC)OCC (3,3-bis(diethoxylphosphinyl)-propanoic acid). Yield: 95.6%. RXN SMILES: [OH-].[Na+].[CH2:3]([O:5][P:6]([O:23][CH2:24][CH3:25])([CH:8]([P:15]([O:20][CH2:21][CH3:22])([O:17][CH2:18][CH3:19])=[O:16])[CH2:9][C:10]([O:12]CC)=[O:11])=[O:7])[CH3:4]>O.CCO>[O:20]([P:15]([O:17][CH2:18][CH3:19])([CH:8]([P:6]([O:5][CH2:3][CH3:4])([O:23][CH2:24][CH3:25])=[O:7])[CH2:9][C:10]([OH:12])=[O:11])=[O:16])[CH2:21][CH3:22] |f:0.1|. Reported procedure: A solution of NaOH (4.00 g, 100 mmol) in water (50 ml) was added to a solution of ethyl 3,3-bis(diethoxyphosphinyl)propionate (32.6 g, 87 mmol) in EtOH (100 ml), and heated at 80° C. for 1 hour. After cooling, the EtOH was evaporated, and the residue was acidified to methyl orange with 12N HCl. The product was extracted into dichloromethane (5×50 ml). The organic layer was dried (Na2SO4) and concentrated to give the title compound (28.8 g, 96%) as a viscous oil. Reaction SMILES: [CH3:1][O:2][C:3](=[O:14])[C:4]1[CH:9]=[C:8]([Cl:10])[C:7](N)=[CH:6][C:5]=1[O:12][CH3:13].S(=O)(=O)(O)O.N([O-])=O.[Na+].[I-:24].[K+].II>O>[CH3:1][O:2][C:3](=[O:14])[C:4]1[CH:9]=[C:8]([Cl:10])[C:7]([I:24])=[CH:6][C:5]=1[O:12][CH3:13] |f:2.3,4.5|. Conditions: temperature -1 celsius, time 1.5 hour. Isolated yield 84.2%. Run in O (water), O (water), O (water). Reactants: N(=O)[O-].[Na+] (sodium nitrite), COC(C1=C(C=C(C(=C1)Cl)N)OC)=O (4-Amino-5-chloro-2-methoxy benzoic acid methyl ester), [I-].[K+] (potassium iodide), II (iodine), S(O)(O)(=O)=O (sulfuric acid). Procedure: 4-Amino-5-chloro-2-methoxy benzoic acid methyl ester of Step A (5.00 g, 23.2 mmol) was suspended in water (52 mL) and concentrated sulfuric acid (13 mL) was added. The resulting suspension was cooled to −1° C. and a solution of sodium nitrite (1.76 g, 25.5 mmol) in water (10 mL) was added at a rate which maintained the temperature below 0° C., resulting in the formation of a clear yellow solution. A mixture of potassium iodide (4.23 g, 25.5 mmol) and iodine (3.24 g, 12.8 mmol) in water (50 mL) w... Yields the product COC(C1=C(C=C(C(=C1)Cl)I)OC)=O (5-Chloro-4-iodo-2-methoxy-benzoic acid methyl ester). Reported procedure: To a solution of ethyl 1,4-bis(phenylmethyl)-2-piperazine carboxylate (5.0 g, 15 mmol) in tetrahydrofuran (70 mL) was added dropwise over 20 minutes a 0.5 M solution of cyclopropylmagnesium bromide in tetrahydrofuran (100 mL, 50 mmol) with ice cooling, and the mixture was stirred for 30 minutes with ice cooling. After further stirring at room temperature overnight, to the reaction solution was added an aqueous saturated ammonium chloride solution (300 mL), and the resulting mixture was extracted... Yields the product C1(=CC=CC=C1)CN1C(CN(CC1)CC1=CC=CC=C1)C(O)(C1CC1)C1CC1 (1,4-Bis(phenylmethyl)-α,α-dicyclopropyl-2-piperazinemethanol). Isolated yield 24.0%. Starting materials: [Cl-].[NH4+] (ammonium chloride), C1(=CC=CC=C1)CN1C(CN(CC1)CC1=CC=CC=C1)C(=O)OCC (ethyl 1,4-bis(phenylmethyl)-2-piperazine carboxylate), solution, C1(CC1)[Mg]Br (cyclopropylmagnesium bromide), O1CCCC1 (tetrahydrofuran), O1CCCC1 (tetrahydrofuran). RXN SMILES: [C:1]1([CH2:7][N:8]2[CH2:13][CH2:12][N:11]([CH2:14][C:15]3[CH:20]=[CH:19][CH:18]=[CH:17][CH:16]=3)[CH2:10][CH:9]2C(OCC)=O)[CH:6]=[CH:5][CH:4]=[CH:3][CH:2]=1.[CH:26]1([Mg]Br)[CH2:28][CH2:27]1.[Cl-].[NH4+].[O:33]1[CH2:37][CH2:36][CH2:35][CH2:34]1>>[C:15]1([CH2:14][N:11]2[CH2:10][CH2:9][N:8]([CH2:7][C:1]3[CH:2]=[CH:3][CH:4]=[CH:5][CH:6]=3)[CH2:13][CH:12]2[C:37]([CH:26]2[CH2:28][CH2:27]2)([CH:36]2[CH2:34][CH2:35]2)[OH:33])[CH:20]=[CH:19][CH:18]=[CH:17][CH:16]=1 |f:2.3|. Run at time 30 minute. The reactants are CC(C)OC(=O)Cc1nc(C(=O)c2ccc(Cl)cc2)no1, O, O=S(=O)(O)O. The product is O=C(O)Cc1nc(C(=O)c2ccc(Cl)cc2)no1. Reaction SMILES: [Cl:1][c:2]1[cH:3][cH:4][c:5]([C:6](=[O:7])[c:8]2[n:9][o:10][c:11]([CH2:13][C:14](=[O:15])[O:16][CH:17]([CH3:18])[CH3:19])[n:12]2)[cH:20][cH:21]1.[OH2:27].[S:22](=[O:23])(=[O:24])([OH:25])[OH:26]>>[Cl:1][c:2]1[cH:3][cH:4][c:5]([C:6](=[O:7])[c:8]2[n:9][o:10][c:11]([CH2:13][C:14](=[O:15])[OH:16])[n:12]2)[cH:20][cH:21]1. Reactants: C(C)(C)(C)OC(=O)NC(CCOS(=O)(=O)C)C(C)(C)O (methanesulfonic acid 3-tert-butoxycarbonylamino-4-hydroxy-4-methyl-pentyl ester), [C-]#N.[Na+] (sodium cyanide). Solvent: CN1CCCC1=O (NMP). Reaction conditions: temperature 85 celsius. Product: C(C)(C)(C)OC(NC1C(OCC1)(C)C)=O ((2,2-dimethyl-tetrahydro-furan-3-yl)-carbamic acid tert-butyl ester). Isolated yield 62.2%. Reaction SMILES: [C:1]([O:5][C:6]([NH:8][CH:9]([C:17]([OH:20])([CH3:19])[CH3:18])[CH2:10][CH2:11]OS(C)(=O)=O)=[O:7])([CH3:4])([CH3:3])[CH3:2].[C-]#N.[Na+]>CN1C(=O)CCC1>[C:1]([O:5][C:6](=[O:7])[NH:8][CH:9]1[CH2:10][CH2:11][O:20][C:17]1([CH3:18])[CH3:19])([CH3:2])([CH3:3])[CH3:4] |f:1.2|. Procedure details: To a solution of methanesulfonic acid 3-tert-butoxycarbonylamino-4-hydroxy-4-methyl-pentyl ester (627 mg, 2.0 mmol, crude from step 2) in NMP (5 mL) was added sodium cyanide (0.98 g, 20 mmol). The reaction mixture was heated at 85° C. overnight then cooled to room temperature and partitioned between water and diethyl ether. The organic layer was washed with brine, dried over Na2SO4 and concentrated. The residue was purified by SiO2 chromatography (20% to 50% EtOAc/hexanes) to afford 268 mg (62%)... Starting materials: CN(C([C@H](CC=1C=NC=CC1)NC(OCC1C2=CC=CC=C2C=2C=CC=CC12)=O)=O)C (9H-fluorene-9-ylmethyl [(1S)-2-(dimethylamino)-2-oxo-1-(3-pyridinylmethyl)ethyl]carbamate), C1CCOC1 (THF), CNC (dimethylamine). The solvent is CO (MeOH), CO (MeOH). Conditions: time 24 hour. The product is N[C@H](C(=O)N(C)C)CC=1C=NC=CC1 ((2S)-2-amino-N,N-dimethyl-3-(3-pyridinyl) propanamide). Isolated yield 85.0%. As a reaction SMILES: [CH3:1][N:2]([CH3:31])[C:3](=[O:30])[C@@H:4]([NH:12]C(=O)OCC1C2C=CC=CC=2C2C1=CC=CC=2)[CH2:5][C:6]1[CH:7]=[N:8][CH:9]=[CH:10][CH:11]=1.C1COCC1.CNC>CO>[NH2:12][C@@H:4]([CH2:5][C:6]1[CH:7]=[N:8][CH:9]=[CH:10][CH:11]=1)[C:3]([N:2]([CH3:31])[CH3:1])=[O:30]. Reported procedure: To a solution of 1.67 g of the compound obtained in Step 85-1 in a mixed solution of MeOH and THF (25 ml 4:1; v/v) was added a solution of 2 mol/L dimethylamine in MeOH (6.0 ml) and the reaction solution was stirred at room temperature for 24 hours. The reaction solution was concentrated under vacuum, the obtained residue was purified by column chromatography (silicagel 60; mobile phase: CHCl3/MeOH=9/1 to 5/1; v/v, 0.1% NH4OH content) to obtain 0.66 g of the title compound (brown oil).